The task is: describe an organic reaction: reactants, conditions, products, and yield. This data is from the Open Reaction Database (ORD), a public repository of structured organic reaction records. The reactants are C(C1=CC=CC=C1)N1CC2=C(N=CNC2=O)CC1 (6-benzyl-5,6,7,8-tetrahydropyrido[4,3-d]pyrimidin-4(3H)-one), P(=O)(Cl)(Cl)Cl (phosphoryl chloride), C(C)#N (acetonitrile). The solvent is CN(C)C=O (DMF). Reaction conditions: temperature 70 celsius. The product is C(C1=CC=CC=C1)N1CC2=C(N=CN=C2Cl)CC1 (6-Benzyl-4-chloro-5,6,7,8-tetrahydropyrido[4,3-d]pyrimidine). The yield is 57.8%. As a reaction SMILES: [CH2:1]([N:8]1[CH2:18][CH2:17][C:11]2[N:12]=[CH:13][NH:14][C:15](=O)[C:10]=2[CH2:9]1)[C:2]1[CH:7]=[CH:6][CH:5]=[CH:4][CH:3]=1.P(Cl)(Cl)([Cl:21])=O.C(#N)C>CN(C=O)C>[CH2:1]([N:8]1[CH2:18][CH2:17][C:11]2[N:12]=[CH:13][N:14]=[C:15]([Cl:21])[C:10]=2[CH2:9]1)[C:2]1[CH:7]=[CH:6][CH:5]=[CH:4][CH:3]=1. Reported procedure: A mixture of 6-benzyl-5,6,7,8-tetrahydropyrido[4,3-d]pyrimidin-4(3H)-one (5.0 g, 0.02 mol), phosphoryl chloride (3.30 mL, 0.035 mol) and acetonitrile (80 mL) and DMF (catalytic amount) was heated at 70° C. for 1 hour. The mixture was concentrated in vacuo and the remaining black residue was taken up in dichloromethane (250 mL) and poured over ice. The mixture was carefully neutralized with the addition of solid sodium bicarbonate. The organic layer was separated and dried over sodium sulfate and... Reactants: CC=1N=C(SC1C)N (4,5-Dimethylthiazol-2-ylamine), BrCCOCC (1-bromo-2-ethoxyethane), C12(CC3CC(CC(C1)C3)C2)C(=O)O (1-adamantane carboxylic acid). Yields the product C(C)OCCN1/C(/SC(=C1C)C)=N/C(=O)C12CC3CC(CC(C1)C3)C2 (N-[(2Z)-3-(2-ethoxyethyl)-4,5-dimethyl-1,3-thiazol-2(3H)-ylidene]adamantane-1-carboxamide). RXN SMILES: [CH3:1][C:2]1[N:3]=[C:4]([NH2:8])[S:5][C:6]=1[CH3:7].Br[CH2:10][CH2:11][O:12][CH2:13][CH3:14].[C:15]12([C:25](O)=[O:26])[CH2:24][CH:19]3[CH2:20][CH:21]([CH2:23][CH:17]([CH2:18]3)[CH2:16]1)[CH2:22]2>>[CH2:11]([O:12][CH2:13][CH2:14][N:3]1[C:2]([CH3:1])=[C:6]([CH3:7])[S:5]/[C:4]/1=[N:8]\[C:25]([C:15]12[CH2:24][CH:19]3[CH2:18][CH:17]([CH2:23][CH:21]([CH2:20]3)[CH2:22]1)[CH2:16]2)=[O:26])[CH3:10]. Reported procedure: 4,5-Dimethylthiazol-2-ylamine, 1-bromo-2-ethoxyethane and 1-adamantane carboxylic acid were processed as described in Example 47 to afford the title compound. 1H NMR (CDCl3, 500 MHz) δ ppm 1.05 (t, J=7.02 Hz, 3 H) 1.61-1.76 (m, 6 H) 1.84 (d, J=2.50 Hz, 6 H) 1.95-2.03 (m, 3 H) 2.16 (s, 3 H) 2.21 (s, 3 H) 3.43 (q, J=7.07 Hz, 2 H) 3.69 (t, J=5.46 Hz, 2 H) 4.24 (t, J=5.46 Hz, 2 H); MS (ESI) m/z 363 (M=H)+. Reactants: CCc1ccn2c(-c3ccc4cccc(OCc5ccccc5)c4n3)cnc2c1, CO, O=C[O-], [NH4+]. Yields the product CCc1ccn2c(-c3ccc4cccc(O)c4n3)cnc2c1. RXN SMILES: [CH2:1]([c:2]1[cH:3][cH:4][cH:5][cH:6][cH:7]1)[O:8][c:9]1[cH:10][cH:11][cH:12][c:13]2[cH:14][cH:15][c:16](-[c:19]3[cH:20][n:21][c:22]4[n:23]3[cH:24][cH:25][c:26]([CH2:28][CH3:29])[cH:27]4)[n:17][c:18]12.[CH3:34][OH:35].[CH:30]([O-:31])=[O:32].[NH4+:33]>>[OH:8][c:9]1[cH:10][cH:11][cH:12][c:13]2[cH:14][cH:15][c:16](-[c:19]3[cH:20][n:21][c:22]4[n:23]3[cH:24][cH:25][c:26]([CH2:28][CH3:29])[cH:27]4)[n:17][c:18]12. The reactants are [Br-].CC1(C=2C=CC(=CC2C(CC1)(C)C)C(C)[P+](C1=CC=CC=C1)(C1=CC=CC=C1)C1=CC=CC=C1)C ([1-(5,6,7,8-tetrahydro-5,5,8,8-tetramethyl-2-naphthyl)ethyl]-triphenylphosphonium bromide), C(C)OC(=O)C1=CC=C(C=O)C=C1 (4-ethoxycarbonylbenzaldehyde). Yields the product C(C)OC(C1=CC=C(C=C1)\C=C(/C)\C1=CC=2C(CCC(C2C=C1)(C)C)(C)C)=O (p-[(E)-2-(5,6,7,8-tetrahydro-5,5,8,8-tetramethyl-2-naphthyl)propenyl]-benzoic acid ethyl ester). As a reaction SMILES: [Br-].[CH3:2][C:3]1([CH3:36])[CH2:12][CH2:11][C:10]([CH3:14])([CH3:13])[C:9]2[CH:8]=[C:7]([CH:15]([P+](C3C=CC=CC=3)(C3C=CC=CC=3)C3C=CC=CC=3)[CH3:16])[CH:6]=[CH:5][C:4]1=2.[CH2:37]([O:39][C:40]([C:42]1[CH:49]=[CH:48][C:45]([CH:46]=O)=[CH:44][CH:43]=1)=[O:41])[CH3:38]>>[CH2:37]([O:39][C:40](=[O:41])[C:42]1[CH:49]=[CH:48][C:45](/[CH:46]=[C:15](/[C:7]2[CH:6]=[CH:5][C:4]3[C:3]([CH3:36])([CH3:2])[CH2:12][CH2:11][C:10]([CH3:13])([CH3:14])[C:9]=3[CH:8]=2)\[CH3:16])=[CH:44][CH:43]=1)[CH3:38] |f:0.1|. Procedure details: In a manner analogous to that described in Example 1, from [1-(5,6,7,8-tetrahydro-5,5,8,8-tetramethyl-2-naphthyl)ethyl]-triphenylphosphonium bromide and 4-ethoxycarbonylbenzaldehyde there can be obtained p-[(E)-2-(5,6,7,8-tetrahydro-5,5,8,8-tetramethyl-2-naphthyl)propenyl]-benzoic acid ethyl ester of melting point 90°-91° C. Starting materials: C(C1=CC=CC=C1)N1C(=NC(=C1C1=C(C=C(C=C1)F)F)C1=CC(=C(C=C1)[N+](=O)[O-])N(C#N)C(C)C(C)C)C (1-benzyl-2-methyl-4-(3-(N-[3-methylbut-2-yl]-N-[cyano]amino)-4-nitrophenyl)-5-(2,4-difluorophenyl)-1H-imidazole-), C1=CCC=CC1 (1,4-cyclohexadiene), C(C)O (ethanol). Reagents/catalysts: [Pd] (palladium on carbon). Yields the product CC(C(C)N1C(=NC2=C1C=C(C=C2)C2=C(N=C(N2)C)C2=C(C=C(C=C2)F)F)N)C (1-(3-methylbut-2-yl)-2-amino-6-(2-methyl-4-(2,4-difluorophenyl)-1H-imidazol-5-yl)-1H-benzimidazole). Reaction SMILES: C([N:8]1[C:12]([C:13]2[CH:18]=[CH:17][C:16]([F:19])=[CH:15][C:14]=2[F:20])=[C:11]([C:21]2[CH:26]=[CH:25][C:24]([N+:27]([O-])=O)=[C:23]([N:30]([CH:33]([CH:35](C)C)C)[C:31]#[N:32])[CH:22]=2)[N:10]=[C:9]1[CH3:38])C1C=CC=CC=1.[CH:39]1CC=CCC=1.[CH2:45](O)[CH3:46]>[Pd]>[CH3:39][CH:45]([CH3:46])[CH:33]([N:30]1[C:23]2[CH:22]=[C:21]([C:11]3[NH:10][C:9]([CH3:38])=[N:8][C:12]=3[C:13]3[CH:18]=[CH:17][C:16]([F:19])=[CH:15][C:14]=3[F:20])[CH:26]=[CH:25][C:24]=2[N:27]=[C:31]1[NH2:32])[CH3:35]. Reported procedure: Combine 1-benzyl-2-methyl-4-(3-(N-[3-methylbut-2-yl]-N-[cyano]amino)-4-nitrophenyl)-5-(2,4-difluorophenyl)-1H-imidazole-(0.122 g, 0.24 mmol), 10% palladium on carbon (90 mg), and 1,4-cyclohexadiene (2 mL) in absolute ethanol (10 mL) and heat to 95° C. in a sealed vessel for 18 hours. Cool to room temperature, filter through celite, and concentrate the filtrate under reduced pressure. Subject the residue to silica gel chromatography, eluting with dichloromethane/methano/ammonia mixtures to give 0... Starting materials: C(C)S(=O)(=O)O (ethanesulfonic acid), NC=1C(=NC=NC1NCC1=CC(=C(C=C1)OC)OC)Cl (5-amino-4-chloro-6-(3,4-dimethoxybenzylamino)pyrimidine), CCCCCC (hexane). Run in C(OCC)(OCC)OCC (triethyl orthoformate). The product is ClC1=C2N=CN(C2=NC=N1)CC1=CC(=C(C=C1)OC)OC (6-Chloro-9-(3,4-dimethoxybenzyl)purine). As a reaction SMILES: [NH2:1][C:2]1[C:3]([Cl:20])=[N:4][CH:5]=[N:6][C:7]=1[NH:8][CH2:9][C:10]1[CH:15]=[CH:14][C:13]([O:16][CH3:17])=[C:12]([O:18][CH3:19])[CH:11]=1.[CH2:21](S(O)(=O)=O)C.CCCCCC>C(OCC)(OCC)OCC>[Cl:20][C:3]1[N:4]=[CH:5][N:6]=[C:7]2[C:2]=1[N:1]=[CH:21][N:8]2[CH2:9][C:10]1[CH:15]=[CH:14][C:13]([O:16][CH3:17])=[C:12]([O:18][CH3:19])[CH:11]=1. Reported procedure: To a suspension of 15.6 g (52.8 mmols) of 5-amino-4-chloro-6-(3,4-dimethoxybenzylamino)pyrimidine in 100 ml of triethyl orthoformate was added 149 mg (1.36 mmols) of ethanesulfonic acid and the resulting mixture was heated at 80° for 15 min. Upon cooling and addition of hexane to the reaction mixture, a yellow precipitate formed which was collected by filtration; yield, 15.4 g (95.6%) mp 159°-163°. Recrystallization from EtOH--H2O gave the analytical sample; yield 13.2 g (82.2%) mp 160°-164°. Reactants: C1(CC1)N1C=C(C(C2=CC(=C(C(=C12)F)F)F)=O)C(=O)O (1-cyclopropyl-6,7,8-trifluoro-4-oxo-1,4-dihydro-3-quinolinecarboxylic acid), N12CCNC(CC1)C2 (1,4-diazabicyclo[3.2.1]octane), N12CCCCCC2=NCCC1 (1,8-diazabicyclo[5.4.0]undec-7-ene). The solvent is C(C)#N (acetonitrile). Yields the product C1(CC1)N1C=C(C(C2=CC(=C(C(=C12)F)N1CCN2CCC1C2)F)=O)C(=O)O (1-cyclopropyl-7-(1,4-diazabicyclo[3.2.1]octan-4-yl)-6,8-difluoro-1,4-dihydro-4-oxo-3-quinolinecarboxylic acid). Yield: 36.6%. As a reaction SMILES: [CH:1]1([N:4]2[C:13]3[C:8](=[CH:9][C:10]([F:16])=[C:11](F)[C:12]=3[F:14])[C:7](=[O:17])[C:6]([C:18]([OH:20])=[O:19])=[CH:5]2)[CH2:3][CH2:2]1.[N:21]12[CH2:28][CH:25]([CH2:26][CH2:27]1)[NH:24][CH2:23][CH2:22]2.N12CCCN=C1CCCCC2>C(#N)C>[CH:1]1([N:4]2[C:13]3[C:8](=[CH:9][C:10]([F:16])=[C:11]([N:24]4[CH:25]5[CH2:28][N:21]([CH2:27][CH2:26]5)[CH2:22][CH2:23]4)[C:12]=3[F:14])[C:7](=[O:17])[C:6]([C:18]([OH:20])=[O:19])=[CH:5]2)[CH2:2][CH2:3]1. Procedure: A mixture of 1.14 g (4 mmol) 1-cyclopropyl-6,7,8-trifluoro-4-oxo-1,4-dihydro-3-quinolinecarboxylic acid, 0.62 g (5.5 mmol) 1,4-diazabicyclo[3.2.1]octane and 0.40 g (4 mmol) 1,8-diazabicyclo[5.4.0]undec-7-ene in 20 ml acetonitrile was refluxed 6.5 hours. After cooling to room temperature the solid product was filtered, suspended in 10 ml hot ethanol, cooled, and filtered to afford 0.55 g of 1-cyclopropyl-7-(1,4-diazabicyclo[3.2.1]octan-4-yl)-6,8-difluoro-1,4-dihydro-4-oxo-3-quinolinecarboxylic ac...